This data is from the Open Reaction Database (ORD), a public repository of structured organic reaction records. The task is: describe an organic reaction: reactants, conditions, products, and yield Yield: 74.8%. Starting materials: substituted benzyl amines, C(=O)([O-])[O-].[Cs+].[Cs+] (Cs2CO3), C12CNC(CC2C1)C(=O)NC1(CC1)C1=CC=C(C(=O)OC)C=C1 (methyl 4-(1-(3-azabicyclo[4.1.0]heptane-4-carboxamido)cyclopropyl)benzoate), FC(C=1C=C(CBr)C=CC1)(F)F (3-(Trifluoromethyl)benzyl bromide). Procedure: The title compound (D141) (53 mg) was prepared according to the general procedure for substituted benzyl amines preparation starting from methyl 4-(1-(3-azabicyclo[4.1.0]heptane-4-carboxamido)cyclopropyl)benzoate (diastereoisomers mixture) (D100) (48 mg, 0.15 mmol) and 3-(Trifluoromethyl)benzyl bromide (0.040 ml, 0.17 mmol). (Cs2CO3:2 eq; reaction time: 4 hrs; reaction temperature: RT. Product: FC(C=1C=C(CN2CC3CC3CC2C(=O)NC2(CC2)C2=CC=C(C(=O)OC)C=C2)C=CC1)(F)F (methyl 4-(1-(3-(3-(trifluoromethyl)benzyl)-3-azabicyclo[4.1.0]heptane-4-carboxamido)cyclopropyl)benzoate). Reaction SMILES: [CH:1]12[CH2:7][CH:6]1[CH2:5][CH:4]([C:8]([NH:10][C:11]1([C:14]3[CH:23]=[CH:22][C:17]([C:18]([O:20][CH3:21])=[O:19])=[CH:16][CH:15]=3)[CH2:13][CH2:12]1)=[O:9])[NH:3][CH2:2]2.[F:24][C:25]([F:35])([F:34])[C:26]1[CH:27]=[C:28]([CH:31]=[CH:32][CH:33]=1)[CH2:29]Br.C([O-])([O-])=O.[Cs+].[Cs+]>>[F:24][C:25]([F:34])([F:35])[C:26]1[CH:27]=[C:28]([CH:31]=[CH:32][CH:33]=1)[CH2:29][N:3]1[CH:4]([C:8]([NH:10][C:11]2([C:14]3[CH:15]=[CH:16][C:17]([C:18]([O:20][CH3:21])=[O:19])=[CH:22][CH:23]=3)[CH2:12][CH2:13]2)=[O:9])[CH2:5][CH:6]2[CH:1]([CH2:7]2)[CH2:2]1 |f:2.3.4|. Starting materials: C(C)(C)(C)OC(=O)N1CC(NCCC1)CC (1-(tert-butoxycarbonyl)-3-ethyl-hexahydro-1H-1,4-diazepine), ClS(=O)(=O)C1=C2C(=CN=CC2=CC=C1)C (5-chlorosulfonyl-4-methylisoquinoline). Product: Cl.C(C)C1N(CCCNC1)S(=O)(=O)C1=C2C(=CN=CC2=CC=C1)C (2-Ethyl-hexahydro-1-[(4-methyl-5-isoquinolinyl)sulfonyl]-1H-1,4-diazepine hydrochloride). The yield is 34.5%. As a reaction SMILES: C(OC([N:8]1[CH2:14][CH2:13][CH2:12][NH:11][CH:10]([CH2:15][CH3:16])[CH2:9]1)=O)(C)(C)C.[Cl:17][S:18]([C:21]1[CH:30]=[CH:29][CH:28]=[C:27]2[C:22]=1[C:23]([CH3:31])=[CH:24][N:25]=[CH:26]2)(=[O:20])=[O:19]>>[ClH:17].[CH2:15]([CH:10]1[CH2:9][NH:8][CH2:14][CH2:13][CH2:12][N:11]1[S:18]([C:21]1[CH:30]=[CH:29][CH:28]=[C:27]2[C:22]=1[C:23]([CH3:31])=[CH:24][N:25]=[CH:26]2)(=[O:19])=[O:20])[CH3:16] |f:2.3|. Procedure: Using 0.68 g of 1-(tert-butoxycarbonyl)-3-ethyl-hexahydro-1H-1,4-diazepine and 0.72 g of 5-chlorosulfonyl-4-methylisoquinoline, the procedure of Example 1 was otherwise repeated to provide 0.38 g of the objective compound (white crystals).